This data is from the Open Reaction Database (ORD), a public repository of structured organic reaction records. The task is: describe an organic reaction: reactants, conditions, products, and yield Starting materials: CC(C)(C)OC(=O)N1CCC(c2cc(N(COCC[Si](C)(C)C)COCC[Si](C)(C)C)n3nccc3n2)CC1, CCOC(C)=O, O=C1CCC(=O)N1I, CN(C)C=O. The product is CC(C)(C)OC(=O)N1CCC(c2cc(N(COCC[Si](C)(C)C)COCC[Si](C)(C)C)n3ncc(I)c3n2)CC1. RXN SMILES: [CH3:1][Si:2]([CH2:3][CH2:4][O:5][CH2:6][N:7]([c:8]1[cH:9][c:10]([CH:17]2[CH2:18][CH2:19][N:20]([C:23](=[O:24])[O:25][C:26]([CH3:27])([CH3:28])[CH3:29])[CH2:21][CH2:22]2)[n:11][c:12]2[n:13]1[n:14][cH:15][cH:16]2)[CH2:30][O:31][CH2:32][CH2:33][Si:34]([CH3:35])([CH3:36])[CH3:37])([CH3:38])[CH3:39].[CH3:53][CH2:54][O:55][C:56]([CH3:57])=[O:58].[I:40][N:41]1[C:42](=[O:43])[CH2:44][CH2:45][C:46]1=[O:47].[O:48]=[CH:49][N:50]([CH3:51])[CH3:52]>>[CH3:1][Si:2]([CH2:3][CH2:4][O:5][CH2:6][N:7]([c:8]1[cH:9][c:10]([CH:17]2[CH2:18][CH2:19][N:20]([C:23](=[O:24])[O:25][C:26]([CH3:27])([CH3:28])[CH3:29])[CH2:21][CH2:22]2)[n:11][c:12]2[n:13]1[n:14][cH:15][c:16]2[I:40])[CH2:30][O:31][CH2:32][CH2:33][Si:34]([CH3:35])([CH3:36])[CH3:37])([CH3:38])[CH3:39]. The reactants are COC(C(CN(C1CCCC1)C1=NC(=NC=C1[N+](=O)[O-])Cl)(C)C)=O (3-[(2-chloro-5-nitro-pyrimidin-4-yl)-cyclopentyl-amino]-2,2-dimethyl-propanoic acid methyl ester). The reagents and catalysts are [Pd] (palladium on carbon). Run in C(C)(=O)OCC (ethyl acetate). The product is COC(C(CN(C1CCCC1)C1=NC(=NC=C1N)Cl)(C)C)=O (3-[(5-amino-2-chloro-pyrimidin-4-yl)-cyclopentyl-amino]-2,2-dimethyl-propanoic acid methyl ester). Yield: 101.0%. RXN SMILES: [CH3:1][O:2][C:3](=[O:24])[C:4]([CH3:23])([CH3:22])[CH2:5][N:6]([C:12]1[C:17]([N+:18]([O-])=O)=[CH:16][N:15]=[C:14]([Cl:21])[N:13]=1)[CH:7]1[CH2:11][CH2:10][CH2:9][CH2:8]1>[Pd].C(OCC)(=O)C>[CH3:1][O:2][C:3](=[O:24])[C:4]([CH3:22])([CH3:23])[CH2:5][N:6]([C:12]1[C:17]([NH2:18])=[CH:16][N:15]=[C:14]([Cl:21])[N:13]=1)[CH:7]1[CH2:8][CH2:9][CH2:10][CH2:11]1. Procedure details: A mixture of 27.32 g (0.0767 mole) of 3-[(2-chloro-5-nitro-pyrimidin-4-yl)-cyclopentyl-amino]-2,2-dimethyl-propanoic acid methyl ester (IV-38), 8.21 g of 5% palladium on carbon catalyst and 700 mL of ethyl acetate was stirred under an atmosphere of hydrogen until the reaction was complete. The resulting mixture was filtered through Celite, washing the filter pad with ethyl acetate, and the filtrate was concentrated under reduced pressure to give 25.33 g of 3-[(5-amino-2-chloro-pyrimidin-4-yl)-cy... Reactants: C(C)C1=C(C(=C2C(OCC2=C1C)=O)O)C/C=C(/CCC(=O)O)\C ((E)-6-(1,3-dihydro-6-ethyl-4-hydroxy-7-methyl-3-oxoisobenzofuran-5-yl)-4-methyl-4-hexenoic acid), C1(=CC=C(C=C1)S(=O)(=O)O)C (p-toluenesulfonic acid). Solvent: CO (methanol). Reaction conditions: temperature 25 celsius, time 16 hour. The product is C(C)C1=C(C(=C2C(OCC2=C1C)=O)O)C/C=C(/CCC(=O)OC)\C (Methyl (E)-6-(1,3-dihydro-6-ethyl-4-hydroxy-7-methyl-3-oxoisobenzofuran-5-yl)-4-methyl-4-hexenoate). Reaction SMILES: [CH2:1]([C:3]1[C:11]([CH3:12])=[C:10]2[C:6]([C:7](=[O:13])[O:8][CH2:9]2)=[C:5]([OH:14])[C:4]=1[CH2:15]/[CH:16]=[C:17](\[CH3:23])/[CH2:18][CH2:19][C:20]([OH:22])=[O:21])[CH3:2].[C:24]1(C)C=CC(S(O)(=O)=O)=CC=1>CO>[CH2:1]([C:3]1[C:11]([CH3:12])=[C:10]2[C:6]([C:7](=[O:13])[O:8][CH2:9]2)=[C:5]([OH:14])[C:4]=1[CH2:15]/[CH:16]=[C:17](\[CH3:23])/[CH2:18][CH2:19][C:20]([O:22][CH3:24])=[O:21])[CH3:2]. Procedure: A solution of (E)-6-(1,3-dihydro-6-ethyl-4-hydroxy-7-methyl-3-oxoisobenzofuran-5-yl)-4-methyl-4-hexenoic acid in methanol (200 ml) was treated with p-toluenesulfonic acid (0.8 g) and stirred at 25° C. for 16 hours. The reaction mixture was cooled to 0° C. Methyl (E)-6-(1,3-dihydro-6-ethyl-4-hydroxy-7-methyl-3-oxoisobenzofuran-5-yl)-4-methyl-4-hexenoate, m.p. 116.5°-117.6, was collected by filtration. Reactants: COC(C1=C(C=CC=C1C)N(C(=O)OC(C)C)CCCC(=O)OCC)=O (2-[(3-Ethoxycarbonyl-propyl)-isopropoxycarbonyl-amino]-6-methyl-benzoic acid methyl ester), CC(C)([O-])C.[K+] (potassium tert-butoxide), Cl (HCl), [Cl-].[Li+] (lithium chloride), ice water. The solvent is [Cl-].[Na+].O (brine), C1CCOC1 (THF), C1CCOC1 (THF). Run at temperature 160 celsius, time 30 minute. Product: C(C)(C)OC(=O)N1C2=C(C(CCC1)=O)C(=CC=C2)C (6-Methyl-5-oxo-2,3,4,5-tetrahydro-benzo[b]azepine-1-carboxylic acid isopropyl ester). Yield: 27.4%. As a reaction SMILES: COC(=O)[C:4]1[C:9]([CH3:10])=[CH:8][CH:7]=[CH:6][C:5]=1[N:11]([CH2:18][CH2:19][CH2:20][C:21]([O:23]CC)=O)[C:12]([O:14][CH:15]([CH3:17])[CH3:16])=[O:13].CC(C)([O-])C.[K+].Cl.[Cl-].[Li+]>C1COCC1.[Cl-].[Na+].O>[CH:15]([O:14][C:12]([N:11]1[CH2:18][CH2:19][CH2:20][C:21](=[O:23])[C:4]2[C:9]([CH3:10])=[CH:8][CH:7]=[CH:6][C:5]1=2)=[O:13])([CH3:16])[CH3:17] |f:1.2,4.5,7.8.9|. Procedure: Add a solution of 2-[(3-Ethoxycarbonyl-propyl)-isopropoxycarbonyl-amino]-6-methyl-benzoic acid methyl ester (4.60 g, 12.6 mmol) in THF (197 mL) to a solution of potassium tert-butoxide (25.2 mL, 25.2 mmol, 1 M in THF) in THF (175 mL) at room temperature under an atmosphere of nitrogen. After 30 min, pour the mixture into ice/water. Treat aqueous phase with 1M HCl to pH neutral and extract with dichloromethane. Dry the organic layer over anhydrous sodium sulfate, filter, and remove the solvent un... Reactants: CCOC(=O)Oc1cc(C=C(C#N)C(=O)OCCc2ccccc2)ccc1O, CCOC(=O)Cl. Product: CCOC(=O)Oc1ccc(C=C(C#N)C(=O)OCCc2ccccc2)cc1OC(=O)OCC. Reaction SMILES: [C:7](#[N:8])[C:9]([C:10](=[O:11])[O:12][CH2:13][CH2:14][c:15]1[cH:16][cH:17][cH:18][cH:19][cH:20]1)=[CH:21][c:22]1[cH:23][c:24]([O:29][C:30](=[O:31])[O:32][CH2:33][CH3:34])[c:25]([OH:28])[cH:26][cH:27]1.[Cl:1][C:2](=[O:3])[O:4][CH2:5][CH3:6]>>[C:2](=[O:3])([O:4][CH2:5][CH3:6])[O:28][c:25]1[c:24]([O:29][C:30](=[O:31])[O:32][CH2:33][CH3:34])[cH:23][c:22]([CH:21]=[C:9]([C:7]#[N:8])[C:10](=[O:11])[O:12][CH2:13][CH2:14][c:15]2[cH:16][cH:17][cH:18][cH:19][cH:20]2)[cH:27][cH:26]1. Starting materials: C(C1=CC=CC=C1)OC(=O)N1CCC2(CC2NC(=O)OC(C)(C)C)CC1 (6-Benzyloxycarbonyl-1-(tert-butoxycarbonyl) amino-6-azaspiro[2.5]octane), C(=O)[O-].[NH4+] (ammonium formate). The reagents and catalysts are [Pd] (palladium on activated carbon). Solvent: C(C)O (ethanol). Reaction conditions: time 1 hour. Product: C(C)(C)(C)OC(=O)NC1CC12CCNCC2 (1-(tert-Butoxycarbonyl)amino-6-azaspiro[2.5]octane). Isolated yield 100.0%. As a reaction SMILES: C(OC([N:11]1[CH2:26][CH2:25][C:14]2([CH:16]([NH:17][C:18]([O:20][C:21]([CH3:24])([CH3:23])[CH3:22])=[O:19])[CH2:15]2)[CH2:13][CH2:12]1)=O)C1C=CC=CC=1.C([O-])=O.[NH4+]>C(O)C.[Pd]>[C:21]([O:20][C:18]([NH:17][CH:16]1[C:14]2([CH2:13][CH2:12][NH:11][CH2:26][CH2:25]2)[CH2:15]1)=[O:19])([CH3:24])([CH3:22])[CH3:23] |f:1.2|. Procedure: To a solution of the title compound of step 5 (2.2 g, 6.10 mmol) in ethanol (60 ml) was added ammonium formate (1.15 g, 18.3 mmol) followed by palladium on activated carbon (10% palladium content, 1.94 g, 1.83 mmol). The mixture was stirred at room temperature for 1 hour. The reaction mixture was filtered, and the filtrate was concentrated in vacuo to afford the title compound as a white foam (1.4 g, 6.1 mmol, yield 100%). Solvent: O (water), C(Cl)Cl (methylene chloride), O (water). Reactants: S1C(=CC=C1)CC(=O)NC1[C@@H]2N(C(=CCS2)C(=O)OCC2=CC=C(C=C2)[N+](=O)[O-])C1=O (p-nitrobenzyl 7-(2-thienyl)acetamido-3-cephem-4-carboxylate), CO (methanol), O1CCCC1 (tetrahydrofuran), Cl (hydrochloric acid). The reagents and catalysts are [Pd] (palladium on carbon). Yields the product S1C(=CC=C1)CC(=O)NC1[C@@H]2N(C(=CCS2)C(=O)O)C1=O (7-(2-thienyl)acetamido-3-cephem-4-carboxylic acid). RXN SMILES: [S:1]1[CH:5]=[CH:4][CH:3]=[C:2]1[CH2:6][C:7]([NH:9][CH:10]1[C:30](=[O:31])[N:12]2[C:13]([C:17]([O:19]CC3C=CC([N+]([O-])=O)=CC=3)=[O:18])=[CH:14][CH2:15][S:16][C@H:11]12)=[O:8].CO.O1CCCC1.Cl>[Pd].O.C(Cl)Cl>[S:1]1[CH:5]=[CH:4][CH:3]=[C:2]1[CH2:6][C:7]([NH:9][CH:10]1[C:30](=[O:31])[N:12]2[C:13]([C:17]([OH:19])=[O:18])=[CH:14][CH2:15][S:16][C@H:11]12)=[O:8]. Yield: 92.1%. Reported procedure: To a mixture of p-nitrobenzyl 7-(2-thienyl)acetamido-3-cephem-4-carboxylate (2.0 g), methanol (40 ml), and tetrahydrofuran (40 ml) one adds 10% hydrochloric acid (1.4 ml) and 5% palladium on carbon (1.9 g), shakes the mixture under hydrogen atmosphere (1 atm.) at room temperature for 2.5 hours, pours into water, extracts with methylene chloride, washes with water, dries, concentrates, and crystallizes from ether to give 7-(2-thienyl)acetamido-3-cephem-4-carboxylic acid (1.30 g).